From a dataset of the Open Reaction Database (ORD), a public repository of structured organic reaction records. describe an organic reaction: reactants, conditions, products, and yield The reactants are CCOc1cc([N+](=O)[O-])ccc1C(=O)n1cc(-c2ccc(OC)c(OC)c2)c2cccnc21, CCOC(C)=O. Yields the product CCOc1cc(N)ccc1C(=O)n1cc(-c2ccc(OC)c(OC)c2)c2cccnc21. As a reaction SMILES: [CH3:1][O:2][c:3]1[cH:4][c:5](-[c:11]2[cH:12][n:13]([C:20](=[O:21])[c:22]3[c:23]([O:31][CH2:32][CH3:33])[cH:24][c:25]([N+:28]([O-:29])=[O:30])[cH:26][cH:27]3)[c:14]3[n:15][cH:16][cH:17][cH:18][c:19]23)[cH:6][cH:7][c:8]1[O:9][CH3:10].[CH3:34][CH2:35][O:36][C:37]([CH3:38])=[O:39]>>[CH3:1][O:2][c:3]1[cH:4][c:5](-[c:11]2[cH:12][n:13]([C:20](=[O:21])[c:22]3[c:23]([O:31][CH2:32][CH3:33])[cH:24][c:25]([NH2:28])[cH:26][cH:27]3)[c:14]3[n:15][cH:16][cH:17][cH:18][c:19]23)[cH:6][cH:7][c:8]1[O:9][CH3:10]. Starting materials: CN(S(=O)(=O)C=1C=C(CO)C=CC1OC)C (3-(N,N-Dimethylsulfamoyl)-4-methoxybenzyl Alcohol), S(=O)(Cl)Cl (thionyl chloride). Run in C(Cl)Cl (DCM). Run at time 2 hour. Yields the product CN(S(=O)(=O)C=1C=C(CCl)C=CC1OC)C (3-(N,N-Dimethylsulfamoyl)-4-methoxybenzyl Chloride). Yield: 88.3%. As a reaction SMILES: [CH3:1][N:2]([CH3:16])[S:3]([C:6]1[CH:7]=[C:8]([CH:11]=[CH:12][C:13]=1[O:14][CH3:15])[CH2:9]O)(=[O:5])=[O:4].S(Cl)([Cl:19])=O>C(Cl)Cl>[CH3:1][N:2]([CH3:16])[S:3]([C:6]1[CH:7]=[C:8]([CH:11]=[CH:12][C:13]=1[O:14][CH3:15])[CH2:9][Cl:19])(=[O:5])=[O:4]. Procedure: To a solution of OBS02053 (2.33 g, 8.89 mmol) in anhydrous DCM (50 mL) was added thionyl chloride (0.97 mL, 13.34 mmol). The mixture was stirred at room temperature for 2 h and the volatiles removed in vacuo. The residue was re-dissolved and co-evaporated three times with DCM (3×20 mL) to give OBS02058 as a light-sensitive brown oil (2.07 g, 83%); 1H-NMR (270 MHz, CDCl3)=2.98 (6H, s), 3.899 (3H, s), 4.54 (2H, s), 6.94 (1H, d, J=8.4), 7.25 (1H, dd, J=2.2, 8.4), 7.40 (1H, d, J=2.2). Starting materials: CCO, Clc1cc(N2CCOCC2)ncn1, NN, O. The product is NNc1cc(N2CCOCC2)ncn1. Reaction SMILES: [CH3:17][CH2:18][OH:19].[Cl:1][c:2]1[cH:3][c:4]([N:8]2[CH2:9][CH2:10][O:11][CH2:12][CH2:13]2)[n:5][cH:6][n:7]1.[NH2:15][NH2:16].[OH2:14]>>[c:2]1([NH:15][NH2:16])[cH:3][c:4]([N:8]2[CH2:9][CH2:10][O:11][CH2:12][CH2:13]2)[n:5][cH:6][n:7]1. The reactants are NC1=C2C=CC(=NC2=C(C=C1)C)C (5-amino-8-methylquinaldine), BrC1=C2C(C(=O)OC2=O)=C(C(=C1Br)Br)Br (3,4,5,6-tetrabromophthalic anhydride). The solvent is ClC=1C(=C(C=CC1)Cl)Cl (trichlorobenzene). The product is CC=1C=CC(=C2C=CC(=NC12)C)N1C(C=2C(C1=O)=C(C(=C(C2Br)Br)Br)Br)=O (8-methyl-5-(3,4,5,6-tetrabromophthalimido)-quinaldine). Yield: 86.0%. RXN SMILES: [NH2:1][C:2]1[CH:11]=[CH:10][C:9]([CH3:12])=[C:8]2[C:3]=1[CH:4]=[CH:5][C:6]([CH3:13])=[N:7]2.[Br:14][C:15]1[C:25]([Br:26])=[C:24]([Br:27])[C:23]([Br:28])=[C:17]2[C:18]([O:20][C:21](=O)[C:16]=12)=[O:19]>ClC1C(Cl)=C(Cl)C=CC=1>[CH3:12][C:9]1[CH:10]=[CH:11][C:2]([N:1]2[C:21](=[O:20])[C:16]3=[C:15]([Br:14])[C:25]([Br:26])=[C:24]([Br:27])[C:23]([Br:28])=[C:17]3[C:18]2=[O:19])=[C:3]2[C:8]=1[N:7]=[C:6]([CH3:13])[CH:5]=[CH:4]2. Procedure details: 172 g (1.0 mole) of 5-amino-8-methylquinaldine and 464 g (1.0 mole) of 3,4,5,6-tetrabromophthalic anhydride were reacted in 2,000 g of trichlorobenzene for 2 hours under reflux to afford 532 g (0.86 mole) of 8-methyl-5-(3,4,5,6-tetrabromophthalimido)-quinaldine. 369 g (1.29 moles) of tetrachlorophthalic anhydride and 2,000 g of α-chloronaphthalene were added, and the mixture was reacted for 2 hours under reflux. The product was collected by hot filtration at 120° C., and dispersed in 1,000 g of ... The reactants are Cl, Cl, Cl, NC1CCC(CCN2CCN(c3nccc4c3OCC4)CC2)CC1, O=C(O)c1ccc(F)cc1. Yields the product O=C(NC1CCC(CCN2CCN(c3nccc4c3OCC4)CC2)CC1)c1ccc(F)cc1. Reaction SMILES: [ClH:1].[ClH:2].[ClH:3].[O:4]1[CH2:5][CH2:6][c:7]2[c:8]1[c:9]([N:13]1[CH2:14][CH2:15][N:16]([CH2:19][CH2:20][CH:21]3[CH2:22][CH2:23][CH:24]([NH2:27])[CH2:25][CH2:26]3)[CH2:17][CH2:18]1)[n:10][cH:11][cH:12]2.[OH:28][C:29](=[O:30])[c:31]1[cH:32][cH:33][c:34]([F:35])[cH:36][cH:37]1>>[O:4]1[CH2:5][CH2:6][c:7]2[c:8]1[c:9]([N:13]1[CH2:14][CH2:15][N:16]([CH2:19][CH2:20][CH:21]3[CH2:22][CH2:23][CH:24]([NH:27][C:29](=[O:28])[c:31]4[cH:32][cH:33][c:34]([F:35])[cH:36][cH:37]4)[CH2:25][CH2:26]3)[CH2:17][CH2:18]1)[n:10][cH:11][cH:12]2. The reactants are CC1=NC(=NC(=C1C(C(=O)OC)CCC)C1=CC=C(C=C1)C)N1CCCC1 (methyl 2-(4-methyl-2-(pyrrolidin-1-yl)-6-p-tolylpyrimidin-5-yl)pentanoate), [OH-].[Na+] (sodium hydroxide). Run in CO (methanol). Yields the product CC1=NC(=NC(=C1C(C(=O)O)CCC)C1=CC=C(C=C1)C)N1CCCC1 (2-(4-methyl-2-(pyrrolidin-1-yl)-6-p-tolylpyrimidin-5-yl)pentanoic acid). Isolated yield 72.3%. As a reaction SMILES: [CH3:1][C:2]1[C:7]([CH:8]([CH2:13][CH2:14][CH3:15])[C:9]([O:11]C)=[O:10])=[C:6]([C:16]2[CH:21]=[CH:20][C:19]([CH3:22])=[CH:18][CH:17]=2)[N:5]=[C:4]([N:23]2[CH2:27][CH2:26][CH2:25][CH2:24]2)[N:3]=1.[OH-].[Na+]>CO>[CH3:1][C:2]1[C:7]([CH:8]([CH2:13][CH2:14][CH3:15])[C:9]([OH:11])=[O:10])=[C:6]([C:16]2[CH:17]=[CH:18][C:19]([CH3:22])=[CH:20][CH:21]=2)[N:5]=[C:4]([N:23]2[CH2:24][CH2:25][CH2:26][CH2:27]2)[N:3]=1 |f:1.2|. Procedure: To a solution of methyl 2-(4-methyl-2-(pyrrolidin-1-yl)-6-p-tolylpyrimidin-5-yl)pentanoate (0.090 g; 0.227 mmol) in methanol (3 mL) was added a solution of sodium hydroxide 5N (0.490 mL; 2.45 mmol) and the reaction mixture was heated to reflux for 18 h. The volatiles were removed under reduced pressure, the residue was dissolved in water and the pH of the solution was adjusted between 2 and 3 by addition of a solution of hydrochloric acid 6N. The formed precipitate was collected by filtration an...